describe an organic reaction: reactants, conditions, products, and yield From a dataset of the Open Reaction Database (ORD), a public repository of structured organic reaction records. The reactants are NCCc1cccc(Br)c1, C1CCC2=NCCCN2CC1, O=C(Nc1cccc2cnccc12)C(Cl)(Cl)Cl. Product: O=C(NCCc1cccc(Br)c1)Nc1cccc2cnccc12. As a reaction SMILES: [Br:1][c:2]1[cH:3][c:4]([CH2:8][CH2:9][NH2:10])[cH:5][cH:6][cH:7]1.[CH2:11]1[CH2:12][CH2:13][C:14]2=[N:19][CH2:18][CH2:17][CH2:16][N:15]2[CH2:20][CH2:21]1.[Cl:22][C:23]([C:24](=[O:25])[NH:26][c:27]1[c:28]2[cH:29][cH:30][n:31][cH:32][c:33]2[cH:34][cH:35][cH:36]1)([Cl:37])[Cl:38]>>[Br:1][c:2]1[cH:3][c:4]([CH2:8][CH2:9][NH:10][C:24](=[O:25])[NH:26][c:27]2[c:28]3[cH:29][cH:30][n:31][cH:32][c:33]3[cH:34][cH:35][cH:36]2)[cH:5][cH:6][cH:7]1.